This data is from the Open Reaction Database (ORD), a public repository of structured organic reaction records. The task is: describe an organic reaction: reactants, conditions, products, and yield Reactants: N (ammonia), [OH-].[NH4+] (ammonium hydroxide), CN(CCC1(OC(=O)C2=CC=CC=C2C1)C1=CC=CC=C1)C (3-(2-dimethylaminoethyl)-3,4-dihydro-3-phenylisocoumarin), O (water), cupric sulfate. The reagents and catalysts are [Zn] (zinc). Run in C(C)O (ethanol). The product is CN(CCC(CC1=C(C(=O)O)C=CC=C1)C1=CC=CC=C1)C (2-(β-[-2-dimethylaminoethyl]phenethyl)benzoic acid). RXN SMILES: [OH-].[NH4+].O.[CH3:4][N:5]([CH3:25])[CH2:6][CH2:7][C:8]1([C:19]2[CH:24]=[CH:23][CH:22]=[CH:21][CH:20]=2)[CH2:18][C:17]2[C:12](=[CH:13][CH:14]=[CH:15][CH:16]=2)[C:10](=[O:11])[O:9]1.N>[Zn].C(O)C>[CH3:25][N:5]([CH3:4])[CH2:6][CH2:7][CH:8]([C:19]1[CH:24]=[CH:23][CH:22]=[CH:21][CH:20]=1)[CH2:18][C:17]1[CH:16]=[CH:15][CH:14]=[CH:13][C:12]=1[C:10]([OH:11])=[O:9] |f:0.1|. Reported procedure: To a well stirred suspension of 45 g. of zinc dust, 90 ml. of concentrated ammonium hydroxide, 45 ml. of water and 2 ml. of cupric sulfate maintained at 80° C. there is added 14.75 g. (0.05 mole) of 3-(2-dimethylaminoethyl)-3,4-dihydro-3-phenylisocoumarin in 50 ml. ethanol for about 30 minutes. The resulting mixture is heated at 85° C. for 30 hours while a slow stream of ammonia is passed through. The mixture is filtered while under heat and the solids washed throughly with 100 ml. of hot ammoni... Reactants: FC1=C(C=O)C=CC=C1F (2,3-difluorobenzaldehyde), C1CC(=O)N(C1=O)Br (NBS), ice water. Solvent: Petroleum ether, OS(=O)(=O)O (H2SO4). Reaction conditions: time 10 minute. The product is BrC=1C=C(C(=C(C=O)C1)F)F (5-bromo-2,3-difluorobenzaldehyde). Isolated yield 26.6%. Reaction SMILES: [F:1][C:2]1[C:9]([F:10])=[CH:8][CH:7]=[CH:6][C:3]=1[CH:4]=[O:5].C1C(=O)N([Br:18])C(=O)C1>OS(O)(=O)=O>[Br:18][C:7]1[CH:8]=[C:9]([F:10])[C:2]([F:1])=[C:3]([CH:6]=1)[CH:4]=[O:5]. Reported procedure: To a solution of 2,3-difluorobenzaldehyde (42 g, 0.296 mol) in H2SO4 (150 mL), was added NBS (63 g, 0.354 mol) in three portions over a period of 30 minutes at 60° C. The resulting mixture was heated for 6 hours at this temperature under N2. Work-up: the reaction mixture was poured into ice water. Petroleum ether (300 mL) was added, and the mixture was stirred for 10 minutes. The organic layer was separated, and the aqueous layer was extracted with more petroleum ether (300 mL). The combined org...